Dataset: the Open Reaction Database (ORD), a public repository of structured organic reaction records. Task: describe an organic reaction: reactants, conditions, products, and yield Starting materials: NC1=C(C=NN1C(CCCC1=CC=CC=C1)C)C#N (5-amino-1-(1-methyl-4-phenyl-butyl)-1H-pyrazole-4-carbonitrile), N (NH3), OO (H2O2). Run in C(C)O (ethanol). Yields the product NC1=C(C=NN1C(CCCC1=CC=CC=C1)C)C(=O)N (5-Amino-1-(1-methyl-4-phenyl-butyl)-1H-pyrazole-4-carboxamide). Reaction SMILES: [NH2:1][C:2]1[N:6]([CH:7]([CH3:17])[CH2:8][CH2:9][CH2:10][C:11]2[CH:16]=[CH:15][CH:14]=[CH:13][CH:12]=2)[N:5]=[CH:4][C:3]=1[C:18]#[N:19].N.[OH:21]O>C(O)C>[NH2:1][C:2]1[N:6]([CH:7]([CH3:17])[CH2:8][CH2:9][CH2:10][C:11]2[CH:12]=[CH:13][CH:14]=[CH:15][CH:16]=2)[N:5]=[CH:4][C:3]=1[C:18]([NH2:19])=[O:21]. Procedure details: 512 mg (2.02 mmol) of 5-amino-1-(1-methyl-4-phenyl-butyl)-1H-pyrazole-4-carbonitrile are stirred for 3 hours at room temperature with 25 ml of concentrated aqueous NH3, 20 ml of ethanol and 5 ml of 30% strength H2O2. The non-aqueous solvent is removed in vacuo, and the solid which has precipitated is filtered off with suction and dried.